This data is from the Open Reaction Database (ORD), a public repository of structured organic reaction records. The task is: describe an organic reaction: reactants, conditions, products, and yield The reactants are C(=O)=O (dry ice), ClC(F)F (chlorodifluoromethane), OC1=C(C#N)C(=CC=C1)F (2-hydroxy-6-fluorobenzonitrile), [OH-].[Na+] (NaOH). Run in O (water), COCCOC (1,2-dimethoxyethane). Reaction conditions: time 1 hour. Product: FC(OC1=C(C#N)C(=CC=C1)F)F (2-Difluoromethoxy-6-fluorobenzonitrile). Reaction SMILES: Cl[CH:2]([F:4])[F:3].[OH:5][C:6]1[CH:13]=[CH:12][CH:11]=[C:10]([F:14])[C:7]=1[C:8]#[N:9].[OH-].[Na+].C(=O)=O>O.COCCOC>[F:3][CH:2]([F:4])[O:5][C:6]1[CH:13]=[CH:12][CH:11]=[C:10]([F:14])[C:7]=1[C:8]#[N:9] |f:2.3|. Procedure: 6.3 g of chlorodifluoromethane were passed into a stirred mixture of 10.0 g of 2-hydroxy-6-fluorobenzonitrile, 50 ml of 1,2-dimethoxyethane and 25 ml of NaOH (33%) at 75° C. (the reflux condenser was cooled with dry ice), and stirring was continued for one hour at 70-75° C. After cooling, the batch was diluted with 300 ml of water and extracted three times using in each case 150 ml of tert-butyl methyl ether. After the solvent had been vaporated, 6.5 9 of the desired product were obtained as an ... The reactants are COC(CN=C(SC)SC)=O (N-[Bis(methylthio)methylene]glycine methyl ester), COC(N(C)C)OC (N,N-Dimethylformamide dimethyl acetal). Solvent: CN(C=O)C (N,N-dimethylformamide). The product is CSC(SC)=NC(C(=O)OC)=CN(C)C (2-[[Bis(methylthio)methylene]amino]-3-(dimethylamino)-2-propenoic acid, methyl ester). As a reaction SMILES: [CH3:1][O:2][C:3](=[O:11])[CH2:4][N:5]=[C:6]([S:9][CH3:10])[S:7][CH3:8].CO[CH:14](OC)[N:15]([CH3:17])[CH3:16]>CN(C)C=O>[CH3:10][S:9][C:6](=[N:5][C:4](=[CH:14][N:15]([CH3:17])[CH3:16])[C:3]([O:2][CH3:1])=[O:11])[S:7][CH3:8]. Procedure: Commercially available N-[Bis(methylthio)methylene]glycine methyl ester (5.06 g, 26.18 mmol) and N,N-Dimethylformamide dimethyl acetal (4.03 g, 31.41 mmol) were dissolved in N,N-dimethylformamide (10 mL) and heated to reflux under nitrogen for 4.5 h. The solvent was removed under reduced pressure and the product solidified (6.44 g, 99%) after storage at room temperature under high vacuum over night. 1H NMR (CDCl3, 400 MHz): δ 6.96 (s, 1H); 3.68 (s, 3H); 2.95 (s, 6H); 2.53 (s, 3H); 2.49 (s, 3H).